Dataset: the Open Reaction Database (ORD), a public repository of structured organic reaction records. Task: describe an organic reaction: reactants, conditions, products, and yield Reactants: O (water), [H-].[Na+] (sodium hydride), IC (iodomethane), FC1=CC=C(COC=2C=C3C(N(C(C3=CC2)=O)CC(C(F)(F)F)O)=O)C=C1 (5-(4-fluoro-benzyloxy)-2-(3,3,3-trifluoro-2-hydroxy-propyl)-isoindole-1,3-dione). Run in O1CCCC1 (tetrahydrofuran). Run at time 14 hour. The product is FC1=CC=C(COC=2C=C3C(N(C(C3=CC2)=O)CC(C(F)(F)F)OC)=O)C=C1 (5-(4-Fluoro-benzyloxy)-2-(3,3,3-trifluoro-2-methoxy-propyl)-isoindole-1,3-dione). Yield: 33.6%. Reaction SMILES: [H-].[Na+].[F:3][C:4]1[CH:29]=[CH:28][C:7]([CH2:8][O:9][C:10]2[CH:11]=[C:12]3[C:16](=[CH:17][CH:18]=2)[C:15](=[O:19])[N:14]([CH2:20][CH:21]([OH:26])[C:22]([F:25])([F:24])[F:23])[C:13]3=[O:27])=[CH:6][CH:5]=1.I[CH3:31].O>O1CCCC1>[F:3][C:4]1[CH:5]=[CH:6][C:7]([CH2:8][O:9][C:10]2[CH:11]=[C:12]3[C:16](=[CH:17][CH:18]=2)[C:15](=[O:19])[N:14]([CH2:20][CH:21]([O:26][CH3:31])[C:22]([F:24])([F:25])[F:23])[C:13]3=[O:27])=[CH:28][CH:29]=1 |f:0.1|. Procedure: To a suspension of sodium hydride (45 mg, 1.0 mmol) in tetrahydrofuran (8 mL) was added 5-(4-fluoro-benzyloxy)-2-(3,3,3-trifluoro-2-hydroxy-propyl)-isoindole-1,3-dione (360 mg, 0.9 mmol) at room temperature and then iodomethane (159 mg, 1.1 mmol) was added and then after 14 h, water was added. The mixture was then extracted with ethylacetate and the combined organic extracts washed with water, brine and then dried over sodium sulfate. Filtration and evaporation gave a residue which was purified ... Starting materials: BrC1=CC=CC(=N1)C1=NC(=CC=C1)C1=C(C=C(C=C1)C)O (6-bromo-6′-(2-hydroxy-4-methylphenyl)-2,2′-bipyridine), OC1=C(C=CC=C1)B(O)O (2-hydroxyphenylboronic acid). Yields the product OC1=C(C=CC=C1)C1=CC=CC(=N1)C1=NC(=CC=C1)C1=C(C=C(C=C1)C)O (6-(2-Hydroxyphenyl)-6′-(2-hydroxy-4-methylphenyl)-2,2′-bipyridine). Isolated yield 68.0%. As a reaction SMILES: Br[C:2]1[N:7]=[C:6]([C:8]2[CH:13]=[CH:12][CH:11]=[C:10]([C:14]3[CH:19]=[CH:18][C:17]([CH3:20])=[CH:16][C:15]=3[OH:21])[N:9]=2)[CH:5]=[CH:4][CH:3]=1.[OH:22][C:23]1[CH:28]=[CH:27][CH:26]=[CH:25][C:24]=1B(O)O>>[OH:22][C:23]1[CH:28]=[CH:27][CH:26]=[CH:25][C:24]=1[C:2]1[N:7]=[C:6]([C:8]2[CH:13]=[CH:12][CH:11]=[C:10]([C:14]3[CH:19]=[CH:18][C:17]([CH3:20])=[CH:16][C:15]=3[OH:21])[N:9]=2)[CH:5]=[CH:4][CH:3]=1. Procedure: 6-(2-Hydroxyphenyl)-6′-(2-hydroxy-4-methylphenyl)-2,2′-bipyridine was prepared from 6-bromo-6′-(2-hydroxy-4-methylphenyl)-2,2′-bipyridine and 2-hydroxyphenylboronic acid in 68% yield using method F; δH [2H6]-DMSO 13.55,(1H, b), 13.39,(1H, b), 8.38-8.32,(4H, m), 8.30-8.20,(4H, m), 8.13,(3H, d), 8.03,(1H, d), 7.37,(1H, t), 7.00,(2H, m), 6.81,(2H, m), 2.30,(3H, s); MS 355 (MH)+; HPLC retention time (system 1) 4.34 minutes. The reactants are C(C)OC(=O)C=1C([N-]C(=NC1)SC)=O.C(C)[Na] (Ethyl sodium 5-(ethoxycarbonyl)-2-(methylthio)-4-oxo-4H-pyrimidin-3-ide), Cl (HCl). The solvent is CO (methanol). Yields the product CSC=1NC(C(=CN1)C(=O)OCC)=O (Ethyl 2-(methylthio)-6-oxo-1,6-dihydropyrimidine-5-carboxylate). Reaction SMILES: [CH2:1]([O:3][C:4]([C:6]1[C:7](=[O:14])[N-:8][C:9]([S:12][CH3:13])=[N:10][CH:11]=1)=[O:5])[CH3:2].C([Na])C.Cl>CO>[CH3:13][S:12][C:9]1[NH:8][C:7](=[O:14])[C:6]([C:4]([O:3][CH2:1][CH3:2])=[O:5])=[CH:11][N:10]=1 |f:0.1|. Reported procedure: Ethyl sodium 5-(ethoxycarbonyl)-2-(methylthio)-4-oxo-4H-pyrimidin-3-ide (3.31 g, 14.00 mmol) was dissolved in 300 mL of methanol. 2 mL of HCl was added to the solution, which was condensed to yield the product. The product is CC(C)(C)OC(=O)N1CCN(C(=O)C2CCN(c3ccc(Cl)c(-c4nc5ccccc5[nH]4)c3)CC2)CC1. Starting materials: CC(C)(C)OC(=O)N1CCNCC1, O=C(O)C1CCN(c2ccc(Cl)c(-c3nc4ccccc4[nH]3)c2)CC1. RXN SMILES: [C:26]([CH3:27])([CH3:28])([CH3:29])[O:30][C:31](=[O:32])[N:33]1[CH2:34][CH2:35][NH:36][CH2:37][CH2:38]1.[nH:1]1[c:2](-[c:10]2[cH:11][c:12]([N:17]3[CH2:18][CH2:19][CH:20]([C:23](=[O:24])[OH:25])[CH2:21][CH2:22]3)[cH:13][cH:14][c:15]2[Cl:16])[n:3][c:4]2[c:5]1[cH:6][cH:7][cH:8][cH:9]2>>[n:1]1[c:2](-[c:10]2[cH:11][c:12]([N:17]3[CH2:18][CH2:19][CH:20]([C:23](=[O:24])[N:36]4[CH2:35][CH2:34][N:33]([C:31]([O:30][C:26]([CH3:27])([CH3:28])[CH3:29])=[O:32])[CH2:38][CH2:37]4)[CH2:21][CH2:22]3)[cH:13][cH:14][c:15]2[Cl:16])[nH:3][c:4]2[c:5]1[cH:6][cH:7][cH:8][cH:9]2. Reactants: ClCCN1CCOCC1, Cl, [H-], [Na+], CN(C)C=O, COC(=O)Cc1ccc(O)cc1. Yields the product COC(=O)Cc1ccc(OCCN2CCOCC2)cc1. Reaction SMILES: [Cl:16][CH2:17][CH2:18][N:19]1[CH2:20][CH2:21][O:22][CH2:23][CH2:24]1.[ClH:15].[H-:2].[Na+:1].[O:25]=[CH:26][N:27]([CH3:28])[CH3:29].[OH:3][c:4]1[cH:5][cH:6][c:7]([CH2:10][C:11](=[O:12])[O:13][CH3:14])[cH:8][cH:9]1>>[O:3]([c:4]1[cH:5][cH:6][c:7]([CH2:10][C:11](=[O:12])[O:13][CH3:14])[cH:8][cH:9]1)[CH2:17][CH2:18][N:19]1[CH2:20][CH2:21][O:22][CH2:23][CH2:24]1.